Dataset: the Open Reaction Database (ORD), a public repository of structured organic reaction records. Task: describe an organic reaction: reactants, conditions, products, and yield Product: CC1(C)CC(=C(c2ccc(O)cc2)c2ccc(OCC(=O)O)cc2)CC(C)(C)C1. RXN SMILES: [CH2:34]1[O:35][CH2:36][CH2:37][CH2:38]1.[CH3:39][CH2:40][OH:41].[Na+:33].[OH-:32].[OH:1][c:2]1[cH:3][cH:4][c:5]([C:8]([c:9]2[cH:10][cH:11][c:12]([O:15][CH2:16][C:17](=[O:18])[O:19][CH2:20][CH3:21])[cH:13][cH:14]2)=[C:22]2[CH2:23][C:24]([CH3:30])([CH3:31])[CH2:25][C:26]([CH3:28])([CH3:29])[CH2:27]2)[cH:6][cH:7]1>>[OH:1][c:2]1[cH:3][cH:4][c:5]([C:8]([c:9]2[cH:10][cH:11][c:12]([O:15][CH2:16][C:17](=[O:18])[OH:19])[cH:13][cH:14]2)=[C:22]2[CH2:23][C:24]([CH3:30])([CH3:31])[CH2:25][C:26]([CH3:28])([CH3:29])[CH2:27]2)[cH:6][cH:7]1. The reactants are C1CCOC1, CCO, [Na+], [OH-], CCOC(=O)COc1ccc(C(=C2CC(C)(C)CC(C)(C)C2)c2ccc(O)cc2)cc1. Starting materials: CCOCC, COC(=O)c1ccc(O)c(O)c1, O=S(=O)(Cl)Cl. Yields the product COC(=O)c1cc(O)c(O)c(Cl)c1. RXN SMILES: [CH3:18][CH2:19][O:20][CH2:21][CH3:22].[OH:1][c:2]1[cH:3][c:4]([C:5](=[O:6])[O:7][CH3:8])[cH:9][cH:10][c:11]1[OH:12].[S:13]([Cl:14])(=[O:15])([Cl:16])=[O:17]>>[OH:1][c:2]1[cH:3][c:4]([C:5](=[O:6])[O:7][CH3:8])[cH:9][c:10]([Cl:16])[c:11]1[OH:12]. The reactants are S1C(=CC=C1)S(=O)(=O)Cl (thiophene-2-sulfonyl chloride), NC1=CC=C(C2=CC=CC=C12)SCC(=O)O (2-(4-aminonaphthalen-1-ylthio)acetic acid), N1=CC=CC=C1 (pyridine), O (water), N1=CC=CC=C1 (pyridine). The solvent is C1CCOC1 (THF), C1CCOC1 (THF). Reaction conditions: time 4 hour. The product is S1C(=CC=C1)S(=O)(=O)NC1=CC=C(C2=CC=CC=C12)SCC(=O)O (2-(4-(thiophene-2-sulfonamido)naphthalen-1-ylthio)acetic acid). Yield: 58.6%. As a reaction SMILES: [NH2:1][C:2]1[C:11]2[C:6](=[CH:7][CH:8]=[CH:9][CH:10]=2)[C:5]([S:12][CH2:13][C:14]([OH:16])=[O:15])=[CH:4][CH:3]=1.N1C=CC=CC=1.O.[S:24]1[CH:28]=[CH:27][CH:26]=[C:25]1[S:29](Cl)(=[O:31])=[O:30]>C1COCC1>[S:24]1[CH:28]=[CH:27][CH:26]=[C:25]1[S:29]([NH:1][C:2]1[C:11]2[C:6](=[CH:7][CH:8]=[CH:9][CH:10]=2)[C:5]([S:12][CH2:13][C:14]([OH:16])=[O:15])=[CH:4][CH:3]=1)(=[O:31])=[O:30]. Procedure details: 32.5 mg 21 was dissolved in 1 ml THF, to which at 0° C. was added 0.28 ml pyridine solution (0.5 M in THF) followed by 0.5 ml water. Upon stirring, 25.6 mg thiophene-2-sulfonyl chloride in 1 ml THF was added dropwise. Additional 0.28 ml pyridine solution was added. The resulting solution was stirred vigorously at 0° C. and slowly warmed to room temperature. After 4 hours, the organic solvent was removed. The aqueous portion was diluted with 10 ml water and acidified at 0° C. with NaHSO4 solution... Starting materials: [H][H] (hydrogen), O1C(CCCC1)O[C@H]1C[C@@H](CC2=CC[C@H]3[C@@H]4CC[C@H]([C@@H](CC#CC(C)(C)OC5OCCCC5)C)[C@]4(CC[C@@H]3[C@@]12C)C)OC1OCCCC1 (1α,3β,25-tris[(tetrahydro-2H-pyran-2-yl)oxyl]-cholest-5-en-23-yne), C(O)([O-])=O.[Na+] (sodium hydrogen carbonate). The reagents and catalysts are [Ni] (Raney-nickel). Run in C(C)O (ethanol). Conditions: time 3 hour. Yields the product O[C@H]1C[C@@H](CC2=CC[C@H]3[C@@H]4CC[C@H]([C@@H](CCCC(C)(C)O)C)[C@]4(CC[C@@H]3[C@@]12C)C)O (1α,3β,25-trihydroxy-cholest-5-ene). Yield: 87.6%. As a reaction SMILES: O1CCCCC1[O:7][C@@H:8]1[C@@:39]2([CH3:40])[C:12](=[CH:13][CH2:14][C@@H:15]3[C@@H:38]2[CH2:37][CH2:36][C@@:35]2([CH3:41])[C@H:16]3[CH2:17][CH2:18][C@@H:19]2[C@H:20]([CH3:34])[CH2:21][C:22]#[C:23][C:24]([O:27]C2CCCCO2)([CH3:26])[CH3:25])[CH2:11][C@@H:10]([O:42]C2CCCCO2)[CH2:9]1.C(=O)([O-])O.[Na+].[H][H]>C(O)C.[Ni]>[OH:7][C@@H:8]1[C@@:39]2([CH3:40])[C:12](=[CH:13][CH2:14][C@@H:15]3[C@@H:38]2[CH2:37][CH2:36][C@@:35]2([CH3:41])[C@H:16]3[CH2:17][CH2:18][C@@H:19]2[C@H:20]([CH3:34])[CH2:21][CH2:22][CH2:23][C:24]([OH:27])([CH3:26])[CH3:25])[CH2:11][C@@H:10]([OH:42])[CH2:9]1 |f:1.2|. Procedure: A solution of 0.2 g (0.3 mmol) of 1α,3β,25-tris[(tetrahydro-2H-pyran-2-yl)oxyl]-cholest-5-en-23-yne in 10 ml of ethanol was treated with 0.05 g of sodium hydrogen carbonate and 0.4 ml of concentrated ethanolic Raney-nickel suspension, and the mixture was shaken in a hydrogen atmosphere at normal pressure for 24 hours. The catalyst was filtered off, and the filtrate was evaporated. The residue, containing 1α,3β,25-tris[(tetrahydro-2H-pyran-2-yl)oxy]-cholest-5-ene, was dissolved in 5 ml of methano... Reactants: CCCN(CC(C)Oc1cc(C)c(OCC(=O)OC(C)(C)C)c(C)c1)S(=O)(=O)c1sc2ccc(Cl)cc2c1C, C1COCCO1, Cl. Yields the product CCCN(CC(C)Oc1cc(C)c(OCC(=O)O)c(C)c1)S(=O)(=O)c1sc2ccc(Cl)cc2c1C. As a reaction SMILES: [C:1]([CH3:2])([CH3:3])([CH3:4])[O:5][C:6]([CH2:7][O:8][c:9]1[c:10]([CH3:38])[cH:11][c:12]([O:16][CH:17]([CH2:18][N:19]([CH2:20][CH2:21][CH3:22])[S:23](=[O:24])(=[O:25])[c:26]2[c:27]([CH3:36])[c:28]3[c:29]([s:30]2)[cH:31][cH:32][c:33]([Cl:35])[cH:34]3)[CH3:37])[cH:13][c:14]1[CH3:15])=[O:39].[CH2:41]1[O:42][CH2:43][CH2:44][O:45][CH2:46]1.[ClH:40]>>[O:5]=[C:6]([CH2:7][O:8][c:9]1[c:10]([CH3:38])[cH:11][c:12]([O:16][CH:17]([CH2:18][N:19]([CH2:20][CH2:21][CH3:22])[S:23](=[O:24])(=[O:25])[c:26]2[c:27]([CH3:36])[c:28]3[c:29]([s:30]2)[cH:31][cH:32][c:33]([Cl:35])[cH:34]3)[CH3:37])[cH:13][c:14]1[CH3:15])[OH:39]. Starting materials: C[O-], CO, [Na+], CCC(C)C(=O)OC1CC(O)C=C2C=CC(C)C(CCC(O)CC(O)CC(=O)[O-])C21. Yields the product [Na+], CC1C=CC2=CC(O)CC(O)C2C1CCC(O)CC(O)CC(=O)[O-]. As a reaction SMILES: [CH3:1][O-:2].[CH3:34][OH:35].[Na+:3].[OH:4][CH:5]([CH2:6][C:7](=[O:8])[O-:9])[CH2:10][CH:11]([CH2:12][CH2:13][CH:14]1[CH:15]([CH3:32])[CH:16]=[CH:17][C:18]2=[CH:19][CH:20]([OH:31])[CH2:21][CH:22]([O:24][C:25](=[O:26])[CH:27]([CH3:28])[CH2:29][CH3:30])[CH:23]12)[OH:33]>>[Na+:3].[OH:4][CH:5]([CH2:6][C:7](=[O:8])[O-:9])[CH2:10][CH:11]([CH2:12][CH2:13][CH:14]1[CH:15]([CH3:32])[CH:16]=[CH:17][C:18]2=[CH:19][CH:20]([OH:31])[CH2:21][CH:22]([OH:24])[CH:23]12)[OH:33]. The reactants are CC(C)O, Cc1ccccc1, CC1C(Nc2cnn(CC(=O)NCc3ccncc3O)c(=O)c2Cl)CC2CC1C2(C)C, CCOC(=O)N=NC(=O)OCC, C1CCOC1, c1ccc(P(c2ccccc2)c2ccccc2)cc1. Yields the product CC(C)Oc1cnccc1CNC(=O)Cn1ncc(NC2CC3CC(C2C)C3(C)C)c(Cl)c1=O. As a reaction SMILES: [CH3:32][CH:33]([CH3:34])[OH:35].[CH3:67][c:68]1[cH:69][cH:70][cH:71][cH:72][cH:73]1.[Cl:1][c:2]1[c:3]([NH:21][CH:22]2[CH:23]([CH3:31])[CH:24]3[C:25]([CH3:29])([CH3:30])[CH:26]([CH2:27]2)[CH2:28]3)[cH:4][n:5][n:6]([CH2:9][C:10](=[O:11])[NH:12][CH2:13][c:14]2[c:15]([OH:20])[cH:16][n:17][cH:18][cH:19]2)[c:7]1=[O:8].[O:55]=[C:56]([O:57][CH2:58][CH3:59])[N:60]=[N:61][C:62]([O:63][CH2:64][CH3:65])=[O:66].[O:74]1[CH2:75][CH2:76][CH2:77][CH2:78]1.[c:36]1([P:37]([c:38]2[cH:39][cH:40][cH:41][cH:42][cH:43]2)[c:44]2[cH:45][cH:46][cH:47][cH:48][cH:49]2)[cH:50][cH:51][cH:52][cH:53][cH:54]1>>[Cl:1][c:2]1[c:3]([NH:21][CH:22]2[CH:23]([CH3:31])[CH:24]3[C:25]([CH3:29])([CH3:30])[CH:26]([CH2:27]2)[CH2:28]3)[cH:4][n:5][n:6]([CH2:9][C:10](=[O:11])[NH:12][CH2:13][c:14]2[c:15]([O:20][CH:33]([CH3:32])[CH3:34])[cH:16][n:17][cH:18][cH:19]2)[c:7]1=[O:8]. The reactants are C(C)OC=C(C(=O)OCC)C(C(F)(F)F)=O (ethyl 2-(ethoxymethylene)-4,4,4-trifluoro-3-oxobutyrate), C(C1=CC=CC=C1)N1CC=C(CC1)N1CCCC1 (1-Benzyl-4-pyrrolidino-1,2,5,6-tetrahydropyridine), C(C)(=O)[O-].[NH4+] (Ammonium acetate). Run in O1CCOCC1 (1,4-dioxane). Yields the product C(C1=CC=CC=C1)N1CC=2C=C(C(=NC2CC1)C(F)(F)F)C(=O)OCC (Ethyl 6-benzyl-2-(trifluoromethyl)-5,6,7,8-tetrahydro-1,6-naphthridine-3-carboxylate). As a reaction SMILES: [CH2:1]([N:8]1[CH2:13][CH2:12][C:11]([N:14]2CCCC2)=[CH:10][CH2:9]1)[C:2]1[CH:7]=[CH:6][CH:5]=[CH:4][CH:3]=1.C(O[CH:22]=[C:23]([C:29](=O)[C:30]([F:33])([F:32])[F:31])[C:24]([O:26][CH2:27][CH3:28])=[O:25])C.C([O-])(=O)C.[NH4+]>O1CCOCC1>[CH2:1]([N:8]1[CH2:13][CH2:12][C:11]2[N:14]=[C:29]([C:30]([F:31])([F:32])[F:33])[C:23]([C:24]([O:26][CH2:27][CH3:28])=[O:25])=[CH:22][C:10]=2[CH2:9]1)[C:2]1[CH:3]=[CH:4][CH:5]=[CH:6][CH:7]=1 |f:2.3|. Procedure details: A solution of the crude enamine (2.67 g, 10.6 mmol) from Step A above in 30 mL of dry 1,4-dioxane was cooled to approximately 10° C. and ethyl 2-(ethoxymethylene)-4,4,4-trifluoro-3-oxobutyrate (2.3 mL, 11.7 mmol) was added dropwise. The resultant orange solution was allowed to warm to room temperature overnight. Ammonium acetate (1.78 g) was added to the blood-red solution, and the mixture was heated at reflux for 2 h, cooled to room temperature and concentrated under reduced pressure. The resid...